From a dataset of the Open Reaction Database (ORD), a public repository of structured organic reaction records. describe an organic reaction: reactants, conditions, products, and yield The reactants are CC(C)(C)C(=O)Nc1cccc(COc2ccc(C(F)(F)F)cc2)n1, [Na+], [OH-]. The product is Nc1cccc(COc2ccc(C(F)(F)F)cc2)n1. As a reaction SMILES: [CH3:1][C:2]([CH3:3])([CH3:4])[C:24]([NH:5][c:6]1[n:7][c:8]([CH2:12][O:13][c:14]2[cH:15][cH:16][c:17]([C:20]([F:21])([F:22])[F:23])[cH:18][cH:19]2)[cH:9][cH:10][cH:11]1)=[O:25].[Na+:27].[OH-:26]>>[NH2:5][c:6]1[n:7][c:8]([CH2:12][O:13][c:14]2[cH:15][cH:16][c:17]([C:20]([F:21])([F:22])[F:23])[cH:18][cH:19]2)[cH:9][cH:10][cH:11]1. The reactants are BrN1C(CCC1=O)=O (N-bromosuccinimide), ClC1=C(C=CC=C1Cl)C (2,3-Dichlorotoluene). Run in C(Cl)(Cl)(Cl)Cl (carbon tetrachloride). Product: BrCC1=C(C(=CC=C1)Cl)Cl (α-bromo-2,3-dichlorotoluene). Reaction SMILES: [Cl:1][C:2]1[C:7]([Cl:8])=[CH:6][CH:5]=[CH:4][C:3]=1[CH3:9].[Br:10]N1C(=O)CCC1=O>C(Cl)(Cl)(Cl)Cl>[Br:10][CH2:9][C:3]1[CH:4]=[CH:5][CH:6]=[C:7]([Cl:8])[C:2]=1[Cl:1]. Reported procedure: 2,3-Dichlorotoluene (8.05 g., 0.05 mol.) dissolved in 150 ml. of carbon tetrachloride containing N-bromosuccinimide (8.9 g., 0.05 mol.) was heated to reflux and irradiated with a 275-watt sunlamp for two hours. The mixture was cooled, filtered and evaporated to give α-bromo-2,3-dichlorotoluene. The α-bromo-2,3-dichlorotoluene (2.4 g., 0.01 mol.) and thiourea (0.38 g., 0.005 mol.) were dissolved in 25 ml. of ethanol and refluxed for about sixteen hours. The mixture was cooled, concentrated, treat... Product: N1=CC=C(C=C1)C1=C2NC(N(C2=NC(=N1)N1C=NC2=C1C=C(C=C2)OC(F)(F)F)C2CCOCC2)=O (6-(pyridin-4-yl)-9-(tetrahydro-2H-pyran-4-yl)-2-(6-(trifluoromethoxy)-1H-benzo[d]imidazol-1-yl)-7H-purin-8(9H)-one). Reactants: C(=O)(C(F)(F)F)O (TFA), NC1=C(C=C(C=C1)OC(F)(F)F)NC1=NC(=C2NC(N(C2=N1)C1CCOCC1)=O)C1=CC=NC=C1 (2-(2-amino-5-(trifluoromethoxy)phenylamino)-6-(pyridin-4-yl)-9-(tetrahydro-2H-pyran-4-yl)-7H-purin-8(9H)-one). RXN SMILES: [C:1](O)(C(F)(F)F)=O.[NH2:8][C:9]1[CH:14]=[CH:13][C:12]([O:15][C:16]([F:19])([F:18])[F:17])=[CH:11][C:10]=1[NH:20][C:21]1[N:29]=[C:28]2[C:24]([NH:25][C:26](=[O:36])[N:27]2[CH:30]2[CH2:35][CH2:34][O:33][CH2:32][CH2:31]2)=[C:23]([C:37]2[CH:42]=[CH:41][N:40]=[CH:39][CH:38]=2)[N:22]=1>>[N:40]1[CH:39]=[CH:38][C:37]([C:23]2[N:22]=[C:21]([N:20]3[C:10]4[CH:11]=[C:12]([O:15][C:16]([F:19])([F:17])[F:18])[CH:13]=[CH:14][C:9]=4[N:8]=[CH:1]3)[N:29]=[C:28]3[C:24]=2[NH:25][C:26](=[O:36])[N:27]3[CH:30]2[CH2:35][CH2:34][O:33][CH2:32][CH2:31]2)=[CH:42][CH:41]=1. Procedure: Yellow oil. TFA salt. Synthesized from 2-(2-amino-5-(trifluoromethoxy)phenylamino)-6-(pyridin-4-yl)-9-(tetrahydro-2H-pyran-4-yl)-7H-purin-8(9H)-one following the general procedure for closing the benzimidazole ring. 1H NMR (300 MHz, CD3OD+CDCl3) δ, ppm: 9.30 (br s, 1H), 9.00-8.85 (br m, 1H), 8.67 (s, 1H), 8.20-8.10 (m, 2H), 7.84-7.67 (m, 1H), 7.40-7.22 (m, 2H), 4.76-4.72 (m, 1H), 4.26-4.13 (m, 2H), 3.62 (app t, 2H), 2.90-2.80 (m, 2H), 1.90 (br d, 2H); MS (EI) m/z 498.3 (MH)+. Starting materials: CC(C)O, [Cl-], Cl, O=[N+]([O-])c1ccccc1NCCCN1CCCCC1, Nc1ccccc1N. Yields the product Cl, Nc1ccccc1NCCCN1CCCCC1. Reaction SMILES: [CH:29]([OH:30])([CH3:31])[CH3:32].[Cl-:28].[ClH:33].[N:1]1([CH2:7][CH2:8][CH2:9][NH:10][c:11]2[c:12]([N+:17]([O-:18])=[O:19])[cH:13][cH:14][cH:15][cH:16]2)[CH2:2][CH2:3][CH2:4][CH2:5][CH2:6]1.[c:20]1([NH2:21])[cH:22][cH:23][cH:24][cH:25][c:26]1[NH2:27]>>[ClH:28].[N:1]1([CH2:7][CH2:8][CH2:9][NH:10][c:11]2[c:12]([NH2:17])[cH:13][cH:14][cH:15][cH:16]2)[CH2:2][CH2:3][CH2:4][CH2:5][CH2:6]1. Reactants: C1(=CC=CC=C1)[C@@H]1[C@@H](CCC1)NS(=O)(=O)C(C)C ((+,−) Cis-propane-2-sulfonic acid (2-phenyl-cyclopentyl)-amide), [N+](=O)([O-])[O-].[Na+] (sodium nitrate). Run in FC(C(=O)O)(F)F (trifluoroacetic acid), C(Cl)Cl (methylene chloride). Run at time 5 hour. The product is [N+](=O)([O-])C1=CC=C(C=C1)[C@@H]1[C@@H](CCC1)NS(=O)(=O)C(C)C ((+,−) Cis Propane-2-sulfonic Acid [2-(4-nitro-phenyl)-cyclopentyl]-amide). Isolated yield 18.3%. RXN SMILES: [C:1]1([C@H:7]2[CH2:11][CH2:10][CH2:9][C@H:8]2[NH:12][S:13]([CH:16]([CH3:18])[CH3:17])(=[O:15])=[O:14])[CH:6]=[CH:5][CH:4]=[CH:3][CH:2]=1.[N+:19]([O-])([O-:21])=[O:20].[Na+]>FC(F)(F)C(O)=O.C(Cl)Cl>[N+:19]([C:4]1[CH:3]=[CH:2][C:1]([C@H:7]2[CH2:11][CH2:10][CH2:9][C@H:8]2[NH:12][S:13]([CH:16]([CH3:18])[CH3:17])(=[O:15])=[O:14])=[CH:6][CH:5]=1)([O-:21])=[O:20] |f:1.2|. Procedure: (+,−) Cis-propane-2-sulfonic acid (2-phenyl-cyclopentyl)-amide (560 mg, 2.1 mmol, prepared in example 16) was dissolved in 10 mL of trifluoroacetic acid and 534 mg (6.3 mmol) of sodium nitrate was added. The reaction was stirred 5 hours at room temperature. The reaction was diluted with methylene chloride and washed with water and dilute sodium bicarbonate. The organic layer was dried over sodium sulfate and concentrated in vacuo to 620 mg of a crude yellow oil. This oil was purified by radial c... Starting materials: C(C)(=O)OC=1C=C(C(=O)N[C@@H](CC=2C(=C(C(=O)OC(C)(C)C)C=CC2)OC)B2OC3(C4C(C(CC3O2)C4)(C)C)C)C=CC1O (tert-butyl 3-((2R)-2-(3-acetoxy-4-hydroxybenzamido)-2-(2,9,9-trimethyl-3,5-dioxa-4-bora-tricyclo[6.1.1.02,6]dec-4-yl)ethyl)-2-methoxybenzoate), C(=O)([O-])[O-].[K+].[K+] (K2CO3), O (Water), BrCCNC(OC(C)(C)C)=O (tert-butyl 2-bromoethylcarbamate). Solvent: CN(C)C=O (DMF). Conditions: time 8 hour. Yields the product C(C)(=O)OC=1C=C(C(=O)N[C@@H](CC=2C(=C(C(=O)OC(C)(C)C)C=CC2)OC)B2OC3(C4C(C(CC3O2)C4)(C)C)C)C=CC1OCCN (tert-butyl 3-((2R)-2-(3-acetoxy-4-(2-aminoethoxy)benzamido)-2-(2,9,9-trimethyl-3,5-dioxa-4-bora-tricyclo[6.1.1.02,6]dec-4-yl)ethyl)-2-methoxybenzoate). Reaction SMILES: [C:1]([O:4][C:5]1[CH:6]=[C:7]([CH:41]=[CH:42][C:43]=1[OH:44])[C:8]([NH:10][C@H:11]([B:28]1[O:36][CH:35]2[C:30]([CH3:40])([CH:31]3[CH2:37][CH:33]([CH2:34]2)[C:32]3([CH3:39])[CH3:38])[O:29]1)[CH2:12][C:13]1[C:14]([O:26][CH3:27])=[C:15]([CH:23]=[CH:24][CH:25]=1)[C:16]([O:18][C:19]([CH3:22])([CH3:21])[CH3:20])=[O:17])=[O:9])(=[O:3])[CH3:2].C([O-])([O-])=O.[K+].[K+].Br[CH2:52][CH2:53][NH:54]C(=O)OC(C)(C)C.O>CN(C=O)C>[C:1]([O:4][C:5]1[CH:6]=[C:7]([CH:41]=[CH:42][C:43]=1[O:44][CH2:52][CH2:53][NH2:54])[C:8]([NH:10][C@H:11]([B:28]1[O:36][CH:35]2[C:30]([CH3:40])([CH:31]3[CH2:37][CH:33]([CH2:34]2)[C:32]3([CH3:39])[CH3:38])[O:29]1)[CH2:12][C:13]1[C:14]([O:26][CH3:27])=[C:15]([CH:23]=[CH:24][CH:25]=1)[C:16]([O:18][C:19]([CH3:21])([CH3:20])[CH3:22])=[O:17])=[O:9])(=[O:3])[CH3:2] |f:1.2.3|. Reported procedure: To tert-butyl 3-((2R)-2-(3-acetoxy-4-hydroxybenzamido)-2-(2,9,9-trimethyl-3,5-dioxa-4-bora-tricyclo[6.1.1.02,6]dec-4-yl)ethyl)-2-methoxybenzoate (100 mg from step 1) in DMF (3 mL) was added K2CO3 (100 mg) followed by tert-butyl 2-bromoethylcarbamate (100 mg). The resulting reaction mixture was stirred at room temperature overnight. Water was added to the reaction mixture and extracted with EtOAc three times. The combined organic phases were dried and concentrated to afford the product which was ... The reactants are [N+](=O)([O-])C1=CC=C(C=C1)C1=NNC(CC2=C1C=C1C(=C2)OCO1)C (1-(4-Nitrophenyl)-4-methyl-7,8-methylenedioxy-3,4-dihydro-5H-2,3-benzodiazepine), C1(CCCC(=O)O1)=O (glutaric acid anhydride). The product is [N+](=O)([O-])C1=CC=C(C=C1)C1=NN(C(CC2=C1C=C1C(=C2)OCO1)C)C(CCCC(=O)O)=O (1-(4-Nitrophenyl)-3-(4-carboxybutyryl)-4-methyl-7,8-methylenedioxy-3,4-dihydro-5H-2,3-benzodiazepine). As a reaction SMILES: [N+:1]([C:4]1[CH:9]=[CH:8][C:7]([C:10]2[C:16]3[CH:17]=[C:18]4[O:23][CH2:22][O:21][C:19]4=[CH:20][C:15]=3[CH2:14][CH:13]([CH3:24])[NH:12][N:11]=2)=[CH:6][CH:5]=1)([O-:3])=[O:2].[C:25]1(=[O:32])[O:31][C:29](=[O:30])[CH2:28][CH2:27][CH2:26]1>>[N+:1]([C:4]1[CH:5]=[CH:6][C:7]([C:10]2[C:16]3[CH:17]=[C:18]4[O:23][CH2:22][O:21][C:19]4=[CH:20][C:15]=3[CH2:14][CH:13]([CH3:24])[N:12]([C:25](=[O:32])[CH2:26][CH2:27][CH2:28][C:29]([OH:31])=[O:30])[N:11]=2)=[CH:8][CH:9]=1)([O-:3])=[O:2]. Reported procedure: By using the product of Example 26 as starting material and performing the acylation according to Example 14 with glutaric acid anhydride, finally recrystallizing the raw product from ethanol the pure aimed product was obtained, m.p.: 148°-150° C.